From a dataset of the Open Reaction Database (ORD), a public repository of structured organic reaction records. describe an organic reaction: reactants, conditions, products, and yield Starting materials: Cl (HCl), BrC1=CC=C(C=C1)COCC(OCC)OCC (1-bromo 4-(2,2-diethoxy-ethoxymethyl)-benzene). Solvent: C(C)OCC (diethyl ether), [Cl-].[Na+].O (brine), C(C)OCC (Diethyl ether). Reaction conditions: time 16 hour. Yields the product BrC1=CC=C(COCC=O)C=C1 ((4-Bromo-benzyloxy)-acetaldehyde). As a reaction SMILES: Cl.[Br:2][C:3]1[CH:8]=[CH:7][C:6]([CH2:9][O:10][CH2:11][CH:12](OCC)[O:13]CC)=[CH:5][CH:4]=1>C(OCC)C.[Cl-].[Na+].O>[Br:2][C:3]1[CH:4]=[CH:5][C:6]([CH2:9][O:10][CH2:11][CH:12]=[O:13])=[CH:7][CH:8]=1 |f:3.4.5|. Procedure: 5 N HCl (20 mL) is added to a stirred solution of 1-bromo 4-(2,2-diethoxy-ethoxymethyl)-benzene (1.86 g, 6.13 mmol) in diethyl ether (20 mL) at ambient temperature. The resultant two-layered mixture is stirred vigorously under nitrogen for 16 hours. Diethyl ether (30 mL) and brine (20 mL) are added to the mixture. The organic layer is separated, washed with half-saturated brine, dried, filter and concentrated into a ˜50 mL solution (35 mg/mL). 1H NMR (CDCl3): δ9.72 (s, 1H), 7.49 (d, J=7.49 Hz, 2...